Task: describe an organic reaction: reactants, conditions, products, and yield. Dataset: the Open Reaction Database (ORD), a public repository of structured organic reaction records Reactants: S1C(=NC2=C1C=CC=C2)N (1,3-benzothiazol-2-amine), C(=O)(Cl)Cl (phosgene), Cl.CN1CCN(CC1)C1=NC(=NC(=C1)C1=CC=C2CCNCC2=C1)N (4-(4-methylpiperazin-1-yl)-6-(1,2,3,4-tetrahydroisoquinolin-7-yl)pyrimidin-2-amine HCl salt). Yields the product NC1=NC(=CC(=N1)C1=CC=C2CCN(CC2=C1)C(=O)NC=1SC2=C(N1)C=CC=C2)N2CCN(CC2)C (7-[2-Amino-6-(4-methylpiperazin-1-yl)pyrimidin-4-yl]-N-1,3-benzothiazol-2-yl-3,4-dihydroisoquinoline-2(1H)-carboxamide). As a reaction SMILES: [S:1]1[C:5]2[CH:6]=[CH:7][CH:8]=[CH:9][C:4]=2[N:3]=[C:2]1[NH2:10].[C:11](Cl)(Cl)=[O:12].Cl.[CH3:16][N:17]1[CH2:22][CH2:21][N:20]([C:23]2[CH:28]=[C:27]([C:29]3[CH:38]=[C:37]4[C:32]([CH2:33][CH2:34][NH:35][CH2:36]4)=[CH:31][CH:30]=3)[N:26]=[C:25]([NH2:39])[N:24]=2)[CH2:19][CH2:18]1>>[NH2:39][C:25]1[N:26]=[C:27]([C:29]2[CH:38]=[C:37]3[C:32]([CH2:33][CH2:34][N:35]([C:11]([NH:10][C:2]4[S:1][C:5]5[CH:6]=[CH:7][CH:8]=[CH:9][C:4]=5[N:3]=4)=[O:12])[CH2:36]3)=[CH:31][CH:30]=2)[CH:28]=[C:23]([N:20]2[CH2:19][CH2:18][N:17]([CH3:16])[CH2:22][CH2:21]2)[N:24]=1 |f:2.3|. Procedure details: This compound was prepared by using procedures analogous to those described for the synthesis of Example 40 starting from 1,3-benzothiazol-2-amine (Aldrich, Cat. #108812), phosgene and 4-(4-methylpiperazin-1-yl)-6-(1,2,3,4-tetrahydroisoquinolin-7-yl)pyrimidin-2-amine HCl salt. Analytic LCMS (M+H)+: m/z=501.2. The reactants are CC1(SC2=C(S1)C=C1SC(SC1=C2)(C)C)C (2,2,6,6-Tetramethylbenzo[1,2-d;5,4-d']bis-(1,3)dithiole), CSSC (dimethyl disulfide). Yields the product CSC1=C2C(SC(S2)(C)C)=CC=2SC(SC21)(C)C (4-methylthio-2,2,6,6-Tetramethylbenzo[1,2-d;5,4-d']bis-(1,3)dithiole). As a reaction SMILES: [CH3:1][C:2]1([CH3:16])[S:6][C:5]2[CH:7]=[C:8]3[C:12](=[CH:13][C:4]=2[S:3]1)[S:11][C:10]([CH3:15])([CH3:14])[S:9]3.[CH3:17][S:18]SC>>[CH3:17][S:18][C:13]1[C:4]2[S:3][C:2]([CH3:16])([CH3:1])[S:6][C:5]=2[CH:7]=[C:8]2[S:9][C:10]([CH3:15])([CH3:14])[S:11][C:12]=12. Procedure: 2,2,6,6-Tetramethylbenzo[1,2-d;5,4-d']bis-(1,3)dithiole is lithiated with n-BuLl in diethyl either and then reacted with dimethyl disulfide to give 4-methylthio-2,2,6,6-Tetramethylbenzo[1,2-d;5,4-d']bis-(1,3)dithiole. This compound can then be reacted with n-butyl glyoxalate (0.5 eq.) in a solvent consisting of a mixture of concentrated sulfuric acid and glacial acetic acid (1:10) (analogously to: G. Werber, Ann. Chim. 49, 1898 (1959)). After work-up, including neutralization and extraction the ... The reactants are [Al+3], CC(=O)Cl, COc1ccc(OC)c(C)c1, [Cl-], [Cl-], [Cl-], ClC(Cl)(Cl)Cl, ClCCl, Cl. Product: COc1cc(C(C)=O)c(OC)cc1C. RXN SMILES: [Al+3:2].[CH3:5][C:6]([Cl:7])=[O:8].[CH3:9][O:10][c:11]1[c:12]([CH3:19])[cH:13][c:14]([O:17][CH3:18])[cH:15][cH:16]1.[Cl-:1].[Cl-:3].[Cl-:4].[Cl:21][C:22]([Cl:23])([Cl:24])[Cl:25].[Cl:26][CH2:27][Cl:28].[ClH:20]>>[CH3:5][C:6](=[O:8])[c:15]1[c:14]([O:17][CH3:18])[cH:13][c:12]([CH3:19])[c:11]([O:10][CH3:9])[cH:16]1. Run at time 14 hour. Starting materials: CC1=NN(C=2N=C(NC(C21)=O)C=2C=C(/C=C/C(=O)N1CCOCC1)C=CC2OCCC)CCC (N-[(E)-3-(3-methyl-4-oxo-1-n-propyl-1,5-dihydro-4H-pyrazolo[3,4-d]pyrimidin-6-yl)-4-n-propoxycinnamoyl]morpholine), 50. The yield is 71.9%. The solvent is C(C)O (ethanol). As a reaction SMILES: [CH3:1][C:2]1[C:10]2[C:9](=[O:11])[NH:8][C:7]([C:12]3[CH:13]=[C:14]([CH:25]=[CH:26][C:27]=3[O:28][CH2:29][CH2:30][CH3:31])/[CH:15]=[CH:16]/[C:17]([N:19]3[CH2:24][CH2:23][O:22][CH2:21][CH2:20]3)=[O:18])=[N:6][C:5]=2[N:4]([CH2:32][CH2:33][CH3:34])[N:3]=1>C(O)C.[Pd]>[CH3:1][C:2]1[C:10]2[C:9](=[O:11])[NH:8][C:7]([C:12]3[CH:13]=[C:14]([CH2:15][CH2:16][C:17]([N:19]4[CH2:20][CH2:21][O:22][CH2:23][CH2:24]4)=[O:18])[CH:25]=[CH:26][C:27]=3[O:28][CH2:29][CH2:30][CH3:31])=[N:6][C:5]=2[N:4]([CH2:32][CH2:33][CH3:34])[N:3]=1. Product: CC1=NN(C=2N=C(NC(C21)=O)C=2C=C(C=CC2OCCC)CCC(=O)N2CCOCC2)CCC (N-{3-[3-(3-Methyl-4-oxo-1-n-propyl-1,5-dihydro-4H-pyrazolo[3,4-d]pyrimidin-6-yl)-4-n-propoxyphenyl]-propanoyl}morpholine). Procedure: A solution of N-[(E)-3-(3-methyl-4-oxo-1-n-propyl-1,5-dihydro-4H-pyrazolo[3,4-d]pyrimidin-6-yl)-4-n-propoxycinnamoyl]morpholine (0.5 g, 0.0011 mol) in ethanol (30 ml) was stirred with 10% palladium on charcoal catalyst (0.05 g) under a hydrogen pressure of 50 p.s.i. (3.45 bar) at room temperature for 14 hours. The reaction mixture was filtered and solvent removed by evaporation under vacuum. Trituration of the residue with diethyl ether, followed by crystallisation from ethyl acetate-hexane, aff... Reagents/catalysts: [Pd] (palladium on charcoal). Starting materials: C(C1=CC=CC=C1)N1C(=NC2=C1C=C(C=C2)Cl)C(=O)NC=2C=C1C=CN(C1=CC2)CCCN2C(C=1C(C2=O)=CC=CC1)=O (1-benzyl-6-chloro-2-[1-(3-phthalimidopropyl)indol-5-ylaminocarbonyl]benzimidazole), O.NN (hydrazine hydrate). The solvent is C(C)O (ethanol). The product is C(C1=CC=CC=C1)N1C(=NC2=C1C=C(C=C2)Cl)C(=O)NC=2C=C1C=CN(C1=CC2)CCCN (1-benzyl-6-chloro-2-[1-(3-aminopropyl)indol-5-ylaminocarbonyl]-benzimidazole). The yield is 82.2%. Reaction SMILES: [CH2:1]([N:8]1[C:12]2[CH:13]=[C:14]([Cl:17])[CH:15]=[CH:16][C:11]=2[N:10]=[C:9]1[C:18]([NH:20][C:21]1[CH:22]=[C:23]2[C:27](=[CH:28][CH:29]=1)[N:26]([CH2:30][CH2:31][CH2:32][N:33]1C(=O)C3=CC=CC=C3C1=O)[CH:25]=[CH:24]2)=[O:19])[C:2]1[CH:7]=[CH:6][CH:5]=[CH:4][CH:3]=1.O.NN>C(O)C>[CH2:1]([N:8]1[C:12]2[CH:13]=[C:14]([Cl:17])[CH:15]=[CH:16][C:11]=2[N:10]=[C:9]1[C:18]([NH:20][C:21]1[CH:22]=[C:23]2[C:27](=[CH:28][CH:29]=1)[N:26]([CH2:30][CH2:31][CH2:32][NH2:33])[CH:25]=[CH:24]2)=[O:19])[C:2]1[CH:7]=[CH:6][CH:5]=[CH:4][CH:3]=1 |f:1.2|. Procedure: To 5 g of 1-benzyl-6-chloro-2-[1-(3-phthalimidopropyl)indol-5-ylaminocarbonyl]benzimidazole was added 100 ml of ethanol and stirred, then 0.5 ml of hydrazine hydrate was added thereto, the mixture was refluxed overnight. After cooled the reaction mixture to room temperature, then white crystals were removed by filtration. Water was added to the filtrate, and made alkaline with 10% aqueous solution of potassium hydroxide. This mixture was extracted with dichloromethane, the extract was washed wit... The reactants are ClC1=NC=C(C(=N1)NC1=C(C(=O)NC)C=CC=C1C)C(F)(F)F (2-(2-chloro-5-trifluoromethyl-pyrimidin-4-ylamino)-3,N-dimethyl-benzamide), COCCN1CCC2=C(CC1)C=C(C=C2)N (3-(2-methoxyethyl)-2,3,4,5-tetrahydro-1H-benzo[d]azepin-7-ylamine). The product is COCCN1CCC2=C(CC1)C=C(C=C2)NC2=NC=C(C(=N2)NC2=C(C(=O)NC)C=CC=C2C)C(F)(F)F (2-{2-[3-(2-Methoxyethyl)-2,3,4,5-tetrahydro-1H-benzo[d]azepin-7-ylamino]-5-trifluoromethylpyrimidin-4-ylamino}-3,N-dimethylbenzamide), solid. The yield is 47.0%. Reaction SMILES: Cl[C:2]1[N:7]=[C:6]([NH:8][C:9]2[C:18]([CH3:19])=[CH:17][CH:16]=[CH:15][C:10]=2[C:11]([NH:13][CH3:14])=[O:12])[C:5]([C:20]([F:23])([F:22])[F:21])=[CH:4][N:3]=1.[CH3:24][O:25][CH2:26][CH2:27][N:28]1[CH2:34][CH2:33][C:32]2[CH:35]=[C:36]([NH2:39])[CH:37]=[CH:38][C:31]=2[CH2:30][CH2:29]1>>[CH3:24][O:25][CH2:26][CH2:27][N:28]1[CH2:34][CH2:33][C:32]2[CH:35]=[C:36]([NH:39][C:2]3[N:7]=[C:6]([NH:8][C:9]4[C:18]([CH3:19])=[CH:17][CH:16]=[CH:15][C:10]=4[C:11]([NH:13][CH3:14])=[O:12])[C:5]([C:20]([F:23])([F:22])[F:21])=[CH:4][N:3]=3)[CH:37]=[CH:38][C:31]=2[CH2:30][CH2:29]1. Reported procedure: The title compound was prepared from 2-(2-chloro-5-trifluoromethyl-pyrimidin-4-ylamino)-3,N-dimethyl-benzamide and 3-(2-methoxyethyl)-2,3,4,5-tetrahydro-1H-benzo[d]azepin-7-ylamine in an analogous manner to Example 195 to afford a white solid (29 mg, 47%). Mp: 73-6° C. LCMS (m/e) 529 (M+1); 1H-NMR (CDCl3, 400 MHz) δ 8.40 (s, 1H), 8.30 (s, 1H), 7.39 (m, 2H), 7.31 (m, 1H), 7.10 (s, 1H), 6.99 (br s, 1H), 6.84 (br s, 1H), 6.00 (br s, 1H), 3.55 (t, 2H, J=5 Hz), 3.39 (s, 3H), 2.88 (d, J=5 Hz, 3H), 2.9... The reactants are CC(=O)[O-], C1CCOC1, Cl, CC1(C)OB(O)c2cc(C=O)cc(F)c21, NO, [Na+], O. Product: CC1(C)OB(O)c2cc(C=NO)cc(F)c21. As a reaction SMILES: [C:19]([O-:20])(=[O:21])[CH3:22].[CH2:24]1[O:25][CH2:26][CH2:27][CH2:28]1.[ClH:18].[F:1][c:2]1[cH:3][c:4]([CH:14]=[O:15])[cH:5][c:6]2[c:10]1[C:9]([CH3:11])([CH3:12])[O:8][B:7]2[OH:13].[NH2:16][OH:17].[Na+:23].[OH2:29]>>[F:1][c:2]1[cH:3][c:4]([CH:14]=[N:16][OH:17])[cH:5][c:6]2[c:10]1[C:9]([CH3:11])([CH3:12])[O:8][B:7]2[OH:13]. Reaction SMILES: [CH:1]#[C:2][CH2:3][CH2:4]CC.[C:7]1([C:13]#[CH:14])[CH:12]=[CH:11][CH:10]=[CH:9][CH:8]=1.C(#N)C1C=CC=CC=1>>[C:13]([C:7]1[CH:12]=[CH:11][CH:10]=[CH:9][CH:8]=1)#[C:14][CH2:1][CH2:2][CH2:3][CH3:4]. Yields the product C(#CCCCC)C1=CC=CC=C1 (1-hexynylbenzene). Reported procedure: The procedure was identical to Example 1, with the exception that 1-hexyne (0.450 ml; 0.329 g; 4.00 mmol) was used as a substrate instead of phenylacetylene. GC analysis of the organic phase of the hydrolyzed reaction sample after 20 h at 65° C. showed the presence of 1.90 mmol (95% yield) of 1-hexynylbenzene and and 0.08 mmol of benzonitrile remaining in the reaction mixture. Conditions: time 20 hour. The reactants are C#CCCCC (1-hexyne), C1(=CC=CC=C1)C#C (phenylacetylene), C(C1=CC=CC=C1)#N (benzonitrile). Yield: 95.0%.